From a dataset of the Open Reaction Database (ORD), a public repository of structured organic reaction records. describe an organic reaction: reactants, conditions, products, and yield Reactants: NC1=CC(=NC=N1)N1CCN(CC1)C(=O)OC(C)(C)C (Tert-butyl 4-(6-aminopyrimidin-4-yl)piperazine-1-carboxylate), [H-].[Na+] (sodium hydride), ClC=1SC(=CN1)C#N (2-chloro-1,3-thiazole-5-carbonitrile). Product: N1(CCNCC1)C1=CC(=NC=N1)NC=1SC(=CN1)C#N (2-[(6-Piperazin-1-ylpyrimidin-4-yl)amino]-1,3-thiazole-5-carbonitrile). As a reaction SMILES: [NH2:1][C:2]1[N:7]=[CH:6][N:5]=[C:4]([N:8]2[CH2:13][CH2:12][N:11](C(OC(C)(C)C)=O)[CH2:10][CH2:9]2)[CH:3]=1.[H-].[Na+].Cl[C:24]1[S:25][C:26]([C:29]#[N:30])=[CH:27][N:28]=1>>[N:8]1([C:4]2[N:5]=[CH:6][N:7]=[C:2]([NH:1][C:24]3[S:25][C:26]([C:29]#[N:30])=[CH:27][N:28]=3)[CH:3]=2)[CH2:9][CH2:10][NH:11][CH2:12][CH2:13]1 |f:1.2|. Procedure details: Tert-butyl 4-(6-aminopyrimidin-4-yl)piperazine-1-carboxylate 12-2 (0.25 g, 0.9 mmol), sodium hydride (0.072 g, 1.8 mmol) and 2-chloro-1,3-thiazole-5-carbonitrile 2-2 (0.129 g, 0.9 mmol) were treated as in Scheme 4 above. The product was purified on a C18 preparative column and evaporated to dryness. The residue was then treated with trifluoroacetic acid and the product was isolated from a sodium carbonate/methyene chloride partition. 1H-NMR (CD3OD): 8.47 ppm (s, 1H); 8.02 ppm (s, 1H); 6.24 ppm (... Reactants: lithium hydrido-tri(t-butoxy)aluminate, BrC=1C=C2CCC(OC2=CC1)=O (6-bromo-2chromanone), ice water. The solvent is O1CCCC1 (tetrahydrofuran). Yields the product BrC=1C=C2CCC(OC2=CC1)O (6-Bromo-2-chromanol). RXN SMILES: [Br:1][C:2]1[CH:3]=[C:4]2[C:9](=[CH:10][CH:11]=1)[O:8][C:7](=[O:12])[CH2:6][CH2:5]2>O1CCCC1>[Br:1][C:2]1[CH:3]=[C:4]2[C:9](=[CH:10][CH:11]=1)[O:8][CH:7]([OH:12])[CH2:6][CH2:5]2. Procedure: To a mixture of 16.4 g (72.2 mmole) 6-bromo-2chromanone and 60 ml dry tetrahydrofuran, under nitrogen at -70° C., was added a cloudy solution of 18.4 g (72.2 mmole) lithium hydrido-tri(t-butoxy)aluminate (commercial) over 30 minutes. The mixture was stirred while allowing it to warm to room temperature over 90 minutes, then poured onto 250 ml ice/water. The resulting mixture was filtered, the cake washed with ethyl ether, then ethyl acetate and the organic phase is separated. The aqueous layer i... The reactants are BrCCSC=1SC(=C(N1)C1=CC=C(C=C1)OC)C1=CC=C(C=C1)OC (2-(2-bromoethylthio)-4,5-bis-(p-methoxyphenyl)-thiazole), [OH-].[K+] (potassium hydroxide). Solvent: polyethylene glycol, O (water), O (water). Run at time 2 hour. Product: OCCSC=1SC(=C(N1)C1=CC=C(C=C1)OC)C1=CC=C(C=C1)OC (2-(2-Hydroxyethylthio)-4,5-bis-(p-methoxyphenyl)-thiazole). As a reaction SMILES: Br[CH2:2][CH2:3][S:4][C:5]1[S:6][C:7]([C:18]2[CH:23]=[CH:22][C:21]([O:24][CH3:25])=[CH:20][CH:19]=2)=[C:8]([C:10]2[CH:15]=[CH:14][C:13]([O:16][CH3:17])=[CH:12][CH:11]=2)[N:9]=1.[OH-:26].[K+]>O>[OH:26][CH2:2][CH2:3][S:4][C:5]1[S:6][C:7]([C:18]2[CH:23]=[CH:22][C:21]([O:24][CH3:25])=[CH:20][CH:19]=2)=[C:8]([C:10]2[CH:15]=[CH:14][C:13]([O:16][CH3:17])=[CH:12][CH:11]=2)[N:9]=1 |f:1.2|. Procedure: 1.2 g of 2-(2-bromoethylthio)-4,5-bis-(p-methoxyphenyl)-thiazole are dissolved in 10 ml of polyethylene glycol, 0.5 ml of water and 0.5 g of potassium hydroxide are added, the mixture is heated at 120° for 30 minutes, cooled to room temperature, diluted with 50 ml of water and left to stand at +5° for 2 hours. The precipitated crystals are filtered off and recrystallised from diethyl ether/hexane. 2-(2-Hydroxyethylthio)-4,5-bis-(p-methoxyphenyl)-thiazole having a melting point of 82°-83° is obta... Reactants: C(C1=CC=CC=C1)OC1=C(C=C(C=C1)OC)C(C=CC1=CC(=CC=C1)[N+](=O)[O-])=O (1-(2-Benzyloxy-5-methoxyphenyl)-3-(3-nitrophenyl)-prop-2-en-1-one), [H][H] (hydrogen). The reagents and catalysts are [Pd] (palladium on charcoal). Run in O1CCCC1 (tetrahydrofuran), CO (methanol). The product is ethyl acetate hexanes, NC=1C=C(C=CC1)CCC(=O)C1=C(C=CC(=C1)OC)O (3-(3-Aminophenyl)-1-(2-hydroxy-5-methoxyphenyl)-propan-1-one). Isolated yield 89.0%. Reaction SMILES: C([O:8][C:9]1[CH:14]=[CH:13][C:12]([O:15][CH3:16])=[CH:11][C:10]=1[C:17](=[O:29])[CH:18]=[CH:19][C:20]1[CH:25]=[CH:24][CH:23]=[C:22]([N+:26]([O-])=O)[CH:21]=1)C1C=CC=CC=1.[H][H]>[Pd].O1CCCC1.CO>[NH2:26][C:22]1[CH:21]=[C:20]([CH2:19][CH2:18][C:17]([C:10]2[CH:11]=[C:12]([O:15][CH3:16])[CH:13]=[CH:14][C:9]=2[OH:8])=[O:29])[CH:25]=[CH:24][CH:23]=1. Reported procedure: A mixture of 15.0 g (0.039 mole) of the title product from Example 120 and 1.5 g 5% palladium on charcoal in 300 ml tetrahydrofuran and 200 ml absolute methanol was shaken in a Parr hydrogenator under 10 psi hydrogen at ambient temperature for 3 hours. The reaction mixture was filtered through Celite and the filtrate was evaporated in vacuo to yield an oil. Column chromatography of the oil on silica gel eluting with ethyl acetate: hexanes (1:2, v/v) gave 9.42 g (90%) of the title product as an o...